This data is from the Open Reaction Database (ORD), a public repository of structured organic reaction records. The task is: describe an organic reaction: reactants, conditions, products, and yield Starting materials: intermediate 58, [OH-].[Na+] (sodium hydroxide), ClC1=CC=C(C=C1)C=1C=C(C2=C(N1)N(N=C2)C(C)C)C(=O)OCC (ethyl 6-(4-chlorophenyl)-1-(1-methylethyl)-1H-pyrazolo[3,4-b]pyridine-4-carboxylate), C(C)O (Ethanol). Solvent: C1CCOC1 (THF). Reaction conditions: time 2 hour. The product is ClC1=CC=C(C=C1)C=1C=C(C2=C(N1)N(N=C2)C(C)C)C(=O)O (6-(4-Chlorophenyl)-1-(1-methylethyl)-1H-pyrazolo[3,4-b]pyridine-4-carboxylic acid). RXN SMILES: [Cl:1][C:2]1[CH:7]=[CH:6][C:5]([C:8]2[CH:9]=[C:10]([C:20]([O:22]CC)=[O:21])[C:11]3[CH:16]=[N:15][N:14]([CH:17]([CH3:19])[CH3:18])[C:12]=3[N:13]=2)=[CH:4][CH:3]=1.C(O)C.[OH-].[Na+]>C1COCC1>[Cl:1][C:2]1[CH:7]=[CH:6][C:5]([C:8]2[CH:9]=[C:10]([C:20]([OH:22])=[O:21])[C:11]3[CH:16]=[N:15][N:14]([CH:17]([CH3:19])[CH3:18])[C:12]=3[N:13]=2)=[CH:4][CH:3]=1 |f:2.3|. Reported procedure: The title compound was prepared in the same manner as described for intermediate 58 using ethyl 6-(4-chlorophenyl)-1-(1-methylethyl)-1H-pyrazolo[3,4-b]pyridine-4-carboxylate (400 mg, 1.163 mmol), Ethanol (6 mL), THF (1 mL), and added sodium hydroxide (1.939 mL, 5.82 mmol) wherein the reaction time was 2 h. The final product was collected as 330 mg (90%). LCMS E-S (M+H)=315.8. 1H NMR (400 MHz, DMSO-d6) δ ppm 1.56 (d, J=6.8 Hz, 6H), 5.26-5.47 (m, 1H), 7.62 (d, J=8.6 Hz, 2H), 8.20 (s, 1H), 8.28 (d,... The reactants are NCCC(=O)O (H-β-Ala-OH), C(CC(C)C)(=C1C(=O)CC(C)(C)CC1=O)O (ivDde-OH). The reagents and catalysts are C(=O)(C(F)(F)F)O (TFA). Solvent: CCO (EtOH). Yields the product N(CCC(=O)O)C(CC(C)C)=C1C(=O)CC(C)(C)CC1=O (ivDde-β-Ala-OH). The yield is 98.0%. Reaction SMILES: [NH2:1][CH2:2][CH2:3][C:4]([OH:6])=[O:5].[C:7](O)(=[C:12]1[C:20](=[O:21])[CH2:19][C:16]([CH3:18])([CH3:17])[CH2:15][C:13]1=[O:14])[CH2:8][CH:9]([CH3:11])[CH3:10]>CCO.C(O)(C(F)(F)F)=O>[NH:1]([C:7](=[C:12]1[C:13](=[O:14])[CH2:15][C:16]([CH3:17])([CH3:18])[CH2:19][C:20]1=[O:21])[CH2:8][CH:9]([CH3:11])[CH3:10])[CH2:2][CH2:3][C:4]([OH:6])=[O:5]. Reported procedure: To a stirred suspension of H-β-Ala-OH (1.02 g, 11.4 mmol) and ivDde-OH (5 ml, 22.9 mmol) in EtOH was added TFA (88 μL, 1 mmol) at room temperature.1 The mixture was then refluxed for 24 hours. After the solvent was evaporated in vacuo, a crude product was purified by column chromatography with CH3OH/CH2Cl2 (0.1% TFA) gradient to afford ivDde-β-Ala-OH (3.3 g, 97.6%). 1H NMR (CDCl3) δ 1.02 (m, 12H), 1.90-2.03 (m, 1H), 2.39 (s, 4H), 2.75 (t, J=6.0 Hz, 2H), 3.06 (br d, J=6.0 Hz, 2H), 3.78 (q, J=6.0 ... Reactants: C1CCOC1, CC[N+](CC)(CC)Cc1ccccc1, CC(C)(C)OC(=O)NC1CCN(C(=O)OCc2ccccc2)CC1O, COS(=O)(=O)OC, [Cl-], [Na+], [OH-], O. The product is COC1CN(C(=O)OCc2ccccc2)CCC1NC(=O)OC(C)(C)C. RXN SMILES: [CH2:36]1[O:37][CH2:38][CH2:39][CH2:40]1.[CH2:42]([N+:43]([CH2:44][CH3:45])([CH2:46][CH3:47])[CH2:48][CH3:49])[c:50]1[cH:51][cH:52][cH:53][cH:54][cH:55]1.[CH3:1][C:2]([CH3:3])([CH3:4])[O:5][C:6](=[O:7])[NH:8][CH:9]1[CH:10]([OH:25])[CH2:11][N:12]([C:15](=[O:16])[O:17][CH2:18][c:19]2[cH:20][cH:21][cH:22][cH:23][cH:24]2)[CH2:13][CH2:14]1.[CH3:28][O:29][S:30]([O:31][CH3:32])(=[O:33])=[O:34].[Cl-:41].[Na+:27].[OH-:26].[OH2:35]>>[CH3:1][C:2]([CH3:3])([CH3:4])[O:5][C:6](=[O:7])[NH:8][CH:9]1[CH:10]([O:25][CH3:28])[CH2:11][N:12]([C:15](=[O:16])[O:17][CH2:18][c:19]2[cH:20][cH:21][cH:22][cH:23][cH:24]2)[CH2:13][CH2:14]1. Product: NC(=NOC(=O)Cn1nc(-c2ccncc2)cc1Cc1ccc(F)cc1)c1ncccn1. Reaction SMILES: [C:24]([n:25]1[cH:26][cH:27][n:28][cH:29]1)([n:30]1[cH:31][cH:32][n:33][cH:34]1)=[O:35].[CH2:46]1[O:47][CH2:48][CH2:49][CH2:50]1.[F:1][c:2]1[cH:3][cH:4][c:5]([CH2:6][c:7]2[cH:8][c:9](-[c:16]3[cH:17][cH:18][n:19][cH:20][cH:21]3)[n:10][n:11]2[CH2:12][C:13](=[O:14])[OH:15])[cH:22][cH:23]1.[O:51]=[CH:52][N:53]([CH3:54])[CH3:55].[OH:36][N:37]=[C:38]([NH2:39])[c:40]1[n:41][cH:42][cH:43][cH:44][n:45]1>>[F:1][c:2]1[cH:3][cH:4][c:5]([CH2:6][c:7]2[cH:8][c:9](-[c:16]3[cH:17][cH:18][n:19][cH:20][cH:21]3)[n:10][n:11]2[CH2:12][C:13](=[O:14])[O:15][N:37]=[C:38]([NH2:39])[c:40]2[n:41][cH:42][cH:43][cH:44][n:45]2)[cH:22][cH:23]1. Reactants: O=C(n1ccnc1)n1ccnc1, C1CCOC1, O=C(O)Cn1nc(-c2ccncc2)cc1Cc1ccc(F)cc1, CN(C)C=O, NC(=NO)c1ncccn1. Starting materials: CCCCCCCC(=O)O, ClCCl, [Cl-], Nc1n[nH]c2ncnc(Nc3cccc(Cl)c3)c12, c1ccncc1. Yields the product CCCCCCCC(=O)Nc1n[nH]c2ncnc(Nc3cccc(Cl)c3)c12. As a reaction SMILES: [C:20]([CH2:21][CH2:22][CH2:23][CH2:24][CH2:25][CH2:26][CH3:27])(=[O:28])[OH:29].[CH2:30]([Cl:31])[Cl:32].[Cl-:19].[NH2:1][c:2]1[n:3][nH:4][c:5]2[n:6][cH:7][n:8][c:9]([NH:11][c:12]3[cH:13][c:14]([Cl:18])[cH:15][cH:16][cH:17]3)[c:10]12.[n:33]1[cH:34][cH:35][cH:36][cH:37][cH:38]1>>[NH:1]([c:2]1[n:3][nH:4][c:5]2[n:6][cH:7][n:8][c:9]([NH:11][c:12]3[cH:13][c:14]([Cl:18])[cH:15][cH:16][cH:17]3)[c:10]12)[C:20]([CH2:21][CH2:22][CH2:23][CH2:24][CH2:25][CH2:26][CH3:27])=[O:28]. The reactants are C(C1=CC=CC=C1)(C1=CC=CC=C1)SC1CCNCC1 (4-benzhydrylsulfanyl-piperidine), BrCCN1C(C=2C(C1=O)=CC=CC2)=O (N-(2-bromoethyl)phthalimide), C(=O)([O-])[O-].[K+].[K+] (K2CO3), [Na+].[I-] (NaI). The solvent is CC(CC)=O (2-butanone). Product: crude product, C(C1=CC=CC=C1)(C1=CC=CC=C1)SC1CCN(CC1)CCN1C(C2=CC=CC=C2C1=O)=O (2-[2-(4-benzhydrylsulfanyl-piperidin-1-yl)-ethyl]-isoindole-1,3-dione). As a reaction SMILES: [CH:1]([S:14][CH:15]1[CH2:20][CH2:19][NH:18][CH2:17][CH2:16]1)([C:8]1[CH:13]=[CH:12][CH:11]=[CH:10][CH:9]=1)[C:2]1[CH:7]=[CH:6][CH:5]=[CH:4][CH:3]=1.Br[CH2:22][CH2:23][N:24]1[C:28](=[O:29])[C:27]2=[CH:30][CH:31]=[CH:32][CH:33]=[C:26]2[C:25]1=[O:34].C([O-])([O-])=O.[K+].[K+].[Na+].[I-]>CC(=O)CC>[CH:1]([S:14][CH:15]1[CH2:20][CH2:19][N:18]([CH2:22][CH2:23][N:24]2[C:25](=[O:34])[C:26]3[C:27](=[CH:30][CH:31]=[CH:32][CH:33]=3)[C:28]2=[O:29])[CH2:17][CH2:16]1)([C:8]1[CH:13]=[CH:12][CH:11]=[CH:10][CH:9]=1)[C:2]1[CH:3]=[CH:4][CH:5]=[CH:6][CH:7]=1 |f:2.3.4,5.6|. Procedure: The mixture of 4-benzhydrylsulfanyl-piperidine (12 mg, 0.0423 mmol, 1.0 eq.), N-(2-bromoethyl)phthalimide (11 mg, 0.0423 mmol, 1.0 eq.), K2CO3 (9 mg, 0.0635 mmol, 1.5 eq.), and NaI (9 mg, 0.0600 mmol, 1.4 eq.) in 2-butanone (5 ml) was refluxed for 2-3 hours. The mixture was then cooled to room temperature. The solvent was removed and the resulted residue was dissolved in CHCl3 (25 ml). The solution was washed with water (3×5 ml), then dried over anhydrous Na2SO4. After removed all solvent, the c... Solvent: O (water), ClCCl (dichloromethane). The yield is 35.7%. Reported procedure: To a solution of 2-benzyloxycarbonylamino-2-methyl-propionic acid (0.5 g) in dichloromethane (5 mL) were added 1-ethyl-3-(3-dimethylaminopropyl)carbodiimide hydrochloride (0.61 g), 1-hydroxybenzotriazole (0.43 g) and 2-aminoethanol (1.16 g), and the mixture was stirred at room temperature overnight. To the reaction mixture was added water, and the resulting mixture was extracted with dichloromethane. The organic layer was washed with a saturated aqueous sodium hydrogen carbonate solution and bri... Conditions: time 8 hour. Reactants: C(C1=CC=CC=C1)OC(=O)NC(C(=O)O)(C)C (2-benzyloxycarbonylamino-2-methyl-propionic acid), Cl.C(C)N=C=NCCCN(C)C (1-ethyl-3-(3-dimethylaminopropyl)carbodiimide hydrochloride), ON1N=NC2=C1C=CC=C2 (1-hydroxybenzotriazole), NCCO (2-aminoethanol). Product: NC(C(=O)NCCO)(C)C (2-(2-amino-2-methylpropionyl-amino)ethanol). As a reaction SMILES: C(OC([NH:11][C:12]([CH3:17])([CH3:16])[C:13]([OH:15])=O)=O)C1C=CC=CC=1.Cl.C(N=C=NCCCN(C)C)C.ON1C2C=CC=CC=2N=N1.[NH2:40][CH2:41][CH2:42][OH:43]>ClCCl.O>[NH2:11][C:12]([CH3:16])([CH3:17])[C:13]([NH:40][CH2:41][CH2:42][OH:43])=[O:15] |f:1.2|.